This data is from the Open Reaction Database (ORD), a public repository of structured organic reaction records. The task is: describe an organic reaction: reactants, conditions, products, and yield Yields the product CCCCn1ccc2c(-c3ncco3)cc(C(=O)NC(Cc3cc(F)cc(F)c3)C(O)CNCc3cccc(CC)c3)cc21. As a reaction SMILES: [CH2:1]([CH2:2][CH2:3][CH3:4])[n:5]1[cH:6][cH:7][c:8]2[c:9](-[c:17]3[o:18][cH:19][cH:20][n:21]3)[cH:10][c:11]([C:14](=[O:15])[OH:16])[cH:12][c:13]12.[CH2:46]([Cl:47])[Cl:48].[NH2:22][CH:23]([CH:24]([CH2:25][NH:26][CH2:27][c:28]1[cH:29][c:30]([CH2:34][CH3:35])[cH:31][cH:32][cH:33]1)[OH:36])[CH2:37][c:38]1[cH:39][c:40]([F:45])[cH:41][c:42]([F:44])[cH:43]1>>[CH2:1]([CH2:2][CH2:3][CH3:4])[n:5]1[cH:6][cH:7][c:8]2[c:9](-[c:17]3[o:18][cH:19][cH:20][n:21]3)[cH:10][c:11]([C:14](=[O:16])[NH:22][CH:23]([CH:24]([CH2:25][NH:26][CH2:27][c:28]3[cH:29][c:30]([CH2:34][CH3:35])[cH:31][cH:32][cH:33]3)[OH:36])[CH2:37][c:38]3[cH:39][c:40]([F:45])[cH:41][c:42]([F:44])[cH:43]3)[cH:12][c:13]12. The reactants are CCCCn1ccc2c(-c3ncco3)cc(C(=O)O)cc21, ClCCl, CCc1cccc(CNCC(O)C(N)Cc2cc(F)cc(F)c2)c1. Starting materials: CCOC(=O)CCCCCCCn1c(-n2ccnc2)c(C)c2ccccc21, CCCCO, CN. Yields the product CNC(=O)CCCCCCCn1c(-n2ccnc2)c(C)c2ccccc21. RXN SMILES: [CH2:1]([O:3][C:4](=[O:2])[CH2:6][CH2:7][CH2:8][CH2:9][CH2:10][CH2:11][CH2:12][n:13]1[c:14](-[n:23]2[cH:24][n:25][cH:26][cH:27]2)[c:15]([CH3:22])[c:16]2[cH:17][cH:18][cH:19][cH:20][c:21]12)[CH3:5].[CH2:30]([OH:31])[CH2:32][CH2:33][CH3:34].[CH3:28][NH2:29]>>[O:3]=[C:4]([CH2:6][CH2:7][CH2:8][CH2:9][CH2:10][CH2:11][CH2:12][n:13]1[c:14](-[n:23]2[cH:24][n:25][cH:26][cH:27]2)[c:15]([CH3:22])[c:16]2[cH:17][cH:18][cH:19][cH:20][c:21]12)[NH:29][CH3:28].